From a dataset of the Open Reaction Database (ORD), a public repository of structured organic reaction records. describe an organic reaction: reactants, conditions, products, and yield Procedure details: 12.56 grams (0.03 mol) of 5-iodooctafluoro-3-oxapentanesulfonyl fluoride (Synquest) was taken in a flask in water and excess amount of KOH (0.06 mol, 3.31 grams) was added and the resulting mixture was heated under stirring at 80° C. for six hours. To this reaction mixture (after cooling to room temperature) was added 1:2 v/v THF/water solution of triphenyl sulfonium bromide (0.03 mol, 10.14 grams) dropwise over a period of one hour with stirring. After the addition, the reaction mixture was fur... RXN SMILES: [I:1][C:2]([F:18])([F:17])[C:3]([F:16])([F:15])[O:4][C:5]([F:14])([F:13])[C:6]([F:12])([F:11])[S:7](F)(=[O:9])=[O:8].[OH-].[K+].C1C[O:24]CC1.O.[Br-].[C:28]1([S+:34]([C:41]2[CH:46]=[CH:45][CH:44]=[CH:43][CH:42]=2)[C:35]2[CH:40]=[CH:39][CH:38]=[CH:37][CH:36]=2)[CH:33]=[CH:32][CH:31]=[CH:30][CH:29]=1>O.C(Cl)Cl>[I:1][C:2]([F:18])([F:17])[C:3]([F:16])([F:15])[O:4][C:5]([F:14])([F:13])[C:6]([F:12])([F:11])[S:7]([O-:24])(=[O:9])=[O:8].[C:41]1([S+:34]([C:28]2[CH:29]=[CH:30][CH:31]=[CH:32][CH:33]=2)[C:35]2[CH:40]=[CH:39][CH:38]=[CH:37][CH:36]=2)[CH:42]=[CH:43][CH:44]=[CH:45][CH:46]=1 |f:1.2,3.4,5.6,9.10|. Solvent: O (water), C(Cl)Cl (methylene chloride). Yields the product IC(C(OC(C(S(=O)(=O)[O-])(F)F)(F)F)(F)F)(F)F.C1(=CC=CC=C1)[S+](C1=CC=CC=C1)C1=CC=CC=C1 (triphenylsulfonium 5-iodooctafluoro-3-oxapentane sulfonate). Starting materials: [OH-].[K+] (KOH), IC(C(OC(C(S(=O)(=O)F)(F)F)(F)F)(F)F)(F)F (5-iodooctafluoro-3-oxapentanesulfonyl fluoride), C1CCOC1.O (THF water), [Br-].C1(=CC=CC=C1)[S+](C1=CC=CC=C1)C1=CC=CC=C1 (triphenyl sulfonium bromide). Run at temperature 80 celsius, time 6 hour. Yield: 82.0%.